Dataset: the Open Reaction Database (ORD), a public repository of structured organic reaction records. Task: describe an organic reaction: reactants, conditions, products, and yield The reactants are O=C([O-])[O-], CCOC(C)=O, CC#N, CC1CN(S(=O)(=O)c2ccc(Cl)cc2)CCN1, [K+], [K+], O=C(Cl)c1ccccn1. The product is CC1CN(S(=O)(=O)c2ccc(Cl)cc2)CCN1C(=O)c1ccccn1. Reaction SMILES: [C:18](=[O:19])([O-:20])[O-:21].[CH3:33][CH2:34][O:35][C:36](=[O:37])[CH3:38].[CH3:39][C:40]#[N:41].[Cl:1][c:2]1[cH:3][cH:4][c:5]([S:8](=[O:9])(=[O:10])[N:11]2[CH2:12][CH:13]([CH3:17])[NH:14][CH2:15][CH2:16]2)[cH:6][cH:7]1.[K+:22].[K+:23].[n:24]1[c:25]([C:30](=[O:31])[Cl:32])[cH:26][cH:27][cH:28][cH:29]1>>[Cl:1][c:2]1[cH:3][cH:4][c:5]([S:8](=[O:9])(=[O:10])[N:11]2[CH2:12][CH:13]([CH3:17])[N:14]([C:30]([c:25]3[n:24][cH:29][cH:28][cH:27][cH:26]3)=[O:31])[CH2:15][CH2:16]2)[cH:6][cH:7]1.